From a dataset of the Open Reaction Database (ORD), a public repository of structured organic reaction records. describe an organic reaction: reactants, conditions, products, and yield Reactants: CC(C)(C)[Si](C)(C)OC(CBr)c1ccc(OCc2ccccc2)c(CO)c1, COC(=O)c1cccc(CC(C)(C)N)c1, CC#N, CCN(C(C)C)C(C)C, [I-], [Na+]. Product: COC(=O)c1cccc(CC(C)(C)NCC(O[Si](C)(C)C(C)(C)C)c2ccc(OCc3ccccc3)c(CO)c2)c1. As a reaction SMILES: [CH2:16]([c:17]1[cH:18][cH:19][cH:20][cH:21][cH:22]1)[O:23][c:24]1[c:25]([CH2:41][OH:42])[cH:26][c:27]([CH:30]([CH2:31][Br:32])[O:33][Si:34]([CH3:35])([CH3:36])[C:37]([CH3:38])([CH3:39])[CH3:40])[cH:28][cH:29]1.[CH3:1][O:2][C:3]([c:4]1[cH:5][c:6]([CH2:10][C:11]([CH3:12])([CH3:13])[NH2:14])[cH:7][cH:8][cH:9]1)=[O:15].[CH3:54][C:55]#[N:56].[CH:45]([N:46]([CH:47]([CH3:48])[CH3:49])[CH2:50][CH3:51])([CH3:52])[CH3:53].[I-:44].[Na+:43]>>[CH3:1][O:2][C:3]([c:4]1[cH:5][c:6]([CH2:10][C:11]([CH3:12])([CH3:13])[NH:14][CH2:31][CH:30]([c:27]2[cH:26][c:25]([CH2:41][OH:42])[c:24]([O:23][CH2:16][c:17]3[cH:18][cH:19][cH:20][cH:21][cH:22]3)[cH:29][cH:28]2)[O:33][Si:34]([CH3:35])([CH3:36])[C:37]([CH3:38])([CH3:39])[CH3:40])[cH:7][cH:8][cH:9]1)=[O:15].